From a dataset of the Open Reaction Database (ORD), a public repository of structured organic reaction records. describe an organic reaction: reactants, conditions, products, and yield Reactants: CS(=O)(=O)O, CC#N, O=C(CCCN1CCC(C(=O)c2ccc3cc(Cl)ccc3c2)CC1)c1ccc(F)cc1. The product is CS(=O)(=O)O, O=C(CCCN1CCC(C(=O)c2ccc3cc(Cl)ccc3c2)CC1)c1ccc(F)cc1. As a reaction SMILES: [CH3:32][S:33]([OH:34])(=[O:35])=[O:36].[CH3:37][C:38]#[N:39].[Cl:1][c:2]1[cH:3][c:4]2[cH:5][cH:6][c:7]([C:12](=[O:13])[CH:14]3[CH2:15][CH2:16][N:17]([CH2:20][CH2:21][CH2:22][C:23](=[O:24])[c:25]4[cH:26][cH:27][c:28]([F:31])[cH:29][cH:30]4)[CH2:18][CH2:19]3)[cH:8][c:9]2[cH:10][cH:11]1>>[CH3:32][S:33](=[O:34])(=[O:35])[OH:36].[Cl:1][c:2]1[cH:3][c:4]2[cH:5][cH:6][c:7]([C:12](=[O:13])[CH:14]3[CH2:15][CH2:16][N:17]([CH2:20][CH2:21][CH2:22][C:23](=[O:24])[c:25]4[cH:26][cH:27][c:28]([F:31])[cH:29][cH:30]4)[CH2:18][CH2:19]3)[cH:8][c:9]2[cH:10][cH:11]1. The reactants are C12(CCC(CC1)C2(C)C)CN (10-bornanamine), [H-].[Na+] (sodium hydride), C(C=C)Br (allyl bromide). Run in CN(C=O)C (dimethyl formamide). Conditions: time 15 minute. Product: Br.C(C=C)NCC12CCC(CC1)C2(C)C (10-allylamino bornane hydrobromide). RXN SMILES: [C:1]12([CH2:10][NH2:11])[C:7]([CH3:9])([CH3:8])[CH:4]([CH2:5][CH2:6]1)[CH2:3][CH2:2]2.[H-].[Na+].[CH2:14]([Br:17])[CH:15]=[CH2:16]>CN(C)C=O>[BrH:17].[CH2:16]([NH:11][CH2:10][C:1]12[C:7]([CH3:8])([CH3:9])[CH:4]([CH2:5][CH2:6]1)[CH2:3][CH2:2]2)[CH:15]=[CH2:14] |f:1.2,5.6|. Reported procedure: A mixture of 10-bornanamine (1 g.) sodium hydride (0.16 g.) and dimethyl formamide was stirred for 15 min. It was then cooled in an ice bath and allyl bromide (0.55 ml) was added. The mixture was stirred for 2 hours at room temperature and then partitioned between ether and water. The organic layer was dried (MgSO4) and evaporated. The residue (1.04 g.) was subjected to preparative layer chromatography using a mixture of 5% methanol in chloroform for development of the plates. The more polar fra... The reactants are BrC1=CC=C(C=C1)N1N=C(NC1=O)C1=C(C=CC=C1F)Cl (2-(4-bromophenyl)-5-(2-chloro-6-fluorophenyl)-2,4-dihydro-3H-1,2,4-triazol-3-one), FC(C1=CC=C(C=N1)B(O)O)(F)F ([6-(trifluoromethyl)pyridin-3-yl]boronic acid), C(=O)([O-])[O-].[K+].[K+] (K2CO3), tetrakistriphenyl phosphine palladium (0). Run in CS(=O)C (DMSO). Reaction conditions: temperature 110 celsius, time 36 hour. The product is ClC1=C(C(=CC=C1)F)C=1NC(N(N1)C1=CC=C(C=C1)C=1C=NC(=CC1)C(F)(F)F)=O (5-(2-Chloro-6-fluorophenyl)-2-{4-[6-(trifluoromethyl)pyridin-3-yl]phenyl}-2,4-dihydro-3H-1,2,4-triazol-3-one). Yield: 25.5%. RXN SMILES: Br[C:2]1[CH:7]=[CH:6][C:5]([N:8]2[C:12](=[O:13])[NH:11][C:10]([C:14]3[C:19]([F:20])=[CH:18][CH:17]=[CH:16][C:15]=3[Cl:21])=[N:9]2)=[CH:4][CH:3]=1.[F:22][C:23]([F:34])([F:33])[C:24]1[N:29]=[CH:28][C:27](B(O)O)=[CH:26][CH:25]=1.C([O-])([O-])=O.[K+].[K+]>CS(C)=O>[Cl:21][C:15]1[CH:16]=[CH:17][CH:18]=[C:19]([F:20])[C:14]=1[C:10]1[NH:11][C:12](=[O:13])[N:8]([C:5]2[CH:6]=[CH:7][C:2]([C:27]3[CH:28]=[N:29][C:24]([C:23]([F:34])([F:33])[F:22])=[CH:25][CH:26]=3)=[CH:3][CH:4]=2)[N:9]=1 |f:2.3.4|. Reported procedure: To a solution of 2-(4-bromophenyl)-5-(2-chloro-6-fluorophenyl)-2,4-dihydro-3H-1,2,4-triazol-3-one (Intermediate-1, 0.100 g, 0.271 mmol) in DMSO (3.0 mL) was added [6-(trifluoromethyl)pyridin-3-yl]boronic acid (0.078 g, 0.40 mmol), K2CO3 (0.112 g, 0.81 mmol) and tetrakistriphenyl phosphine palladium (0) (0.062 g, 0.054 mmol). The reaction mass was stirred at 110° C. for 24-48 h. The reaction mass was quenched in water and extracted with ethyl acetate. The organic layer was dried over anhydrous so... Starting materials: FC=1C=CC(=C(C1)O)[N+](=O)[O-] (5-fluoro-2-nitrophenol), C([O-])([O-])=O.[K+].[K+] (potassium carbonate), COC(C(F)(F)Cl)=O (chlorodifluoroacetic acid methyl ester), O (water). Solvent: CN(C)C=O (DMF). Run at temperature 100 celsius, time 2 hour. The product is FC(OC1=C(C=CC(=C1)F)[N+](=O)[O-])F (2-(Difluoromethoxy)-4-fluoro-1-nitrobenzene). Isolated yield 74.8%. As a reaction SMILES: [F:1][C:2]1[CH:3]=[CH:4][C:5]([N+:9]([O-:11])=[O:10])=[C:6]([OH:8])[CH:7]=1.C(=O)([O-])[O-].[K+].[K+].COC(=O)[C:21](Cl)([F:23])[F:22].O>CN(C=O)C>[F:22][CH:21]([F:23])[O:8][C:6]1[CH:7]=[C:2]([F:1])[CH:3]=[CH:4][C:5]=1[N+:9]([O-:11])=[O:10] |f:1.2.3|. Procedure: To a solution of 5-fluoro-2-nitrophenol (3.1 g, 20 mmol) in DMF (40 mL), potassium carbonate (4.2 g, 30 mmol) and chlorodifluoroacetic acid methyl ester (3.2 mL, 30 mmol) were successively added at room temperature. Subsequently, the temperature of the mixture was raised to 100° C., and the mixture was stirred for 2 hours. The mixture was cooled to room temperature, and water (100 mL) was added to the reaction mixture, followed by extraction with diethyl ether (200 mL) once. The organic layer wa... The reactants are C1(CCCC1)NC1=CC(=NC=N1)C(=O)O (6-[(cyclopentyl)amino]pyrimidine-4-carboxylic acid), C1(CCCC1)NC1=CC(=NC=N1)C(=O)O (6-[(cyclopentyl)amino]pyrimidine-4-carboxylic acid), NC1=CC=C(C=C1)O (4-aminophenol). The solvent is C(C)#N (acetonitrile). Yields the product C1(CCCC1)NC1=CC(=NC=N1)C(=O)NC1=CC=C(C=C1)O (6-(cyclopentylamino)-N-(4-hydroxyphenyl)pyrimidine-4-carboxamide). As a reaction SMILES: [CH:1]1([NH:6][C:7]2[N:12]=[CH:11][N:10]=[C:9]([C:13]([OH:15])=O)[CH:8]=2)[CH2:5][CH2:4][CH2:3][CH2:2]1.[NH2:16][C:17]1[CH:22]=[CH:21][C:20]([OH:23])=[CH:19][CH:18]=1>C(#N)C>[CH:1]1([NH:6][C:7]2[N:12]=[CH:11][N:10]=[C:9]([C:13]([NH:16][C:17]3[CH:22]=[CH:21][C:20]([OH:23])=[CH:19][CH:18]=3)=[O:15])[CH:8]=2)[CH2:2][CH2:3][CH2:4][CH2:5]1. Procedure details: Following the general method as outlined in Example 1, starting from 6-[(cyclopentyl)amino]pyrimidine-4-carboxylic acid (Intermediate 5) and 4-aminophenol (Aldrich), the title compound was obtained as a yellow solid after trituration in acetonitrile. 1H NMR (300MHz, DMSO-d6) δ [ppm] 10.22 (1H, s), 9.32 (1H, s), 8.52 (1H, s), 7.85 (1H, d, J=7.0 Hz), 7.62 (2H, d, J=9.0 Hz), 7.13 (1H, s), 6.72 (2H, d, J=9.0 Hz), 4.28 (1H, m), 1.94 (2H, m), 1.74-1.40 (6H, m). MS (ESI+): 299.1. HPLC (Condition A): Rt... Reactants: CC(=O)OC(C)=O, O=CO, O=C(NCCNO)c1cccc(Cl)c1Cl, c1ccncc1. Product: O=CN(O)CCNC(=O)c1cccc(Cl)c1Cl. As a reaction SMILES: [CH3:1][C:2]([O:3][C:4](=[O:5])[CH3:6])=[O:7].[CH:8](=[O:9])[OH:10].[Cl:11][c:12]1[c:13]([C:14](=[O:15])[NH:16][CH2:17][CH2:18][NH:19][OH:20])[cH:21][cH:22][cH:23][c:24]1[Cl:25].[cH:26]1[cH:27][cH:28][n:29][cH:30][cH:31]1>>[CH:8](=[O:10])[N:19]([CH2:18][CH2:17][NH:16][C:14]([c:13]1[c:12]([Cl:11])[c:24]([Cl:25])[cH:23][cH:22][cH:21]1)=[O:15])[OH:20]. Reactants: NC1=CC=CC2=CC=CC(=C12)N (1,8-Diaminonaphthalene), FC(C=1C=C(C(=O)Cl)C=CC1)(F)F (m-trifluoromethylbenzoyl chloride). Yields the product Cl.FC(C=1C=C(C=CC1)C=1NC=2C=CC=C3C=CC=C(N1)C23)(F)F (2-(m-trifluoromethylphenyl)-1H-perimidine hydrochloride). Yield: 95.4%. Reaction SMILES: [NH2:1][C:2]1[C:11]2[C:6](=[CH:7][CH:8]=[CH:9][C:10]=2[NH2:12])[CH:5]=[CH:4][CH:3]=1.[F:13][C:14]([F:25])([F:24])[C:15]1[CH:16]=[C:17]([CH:21]=[CH:22][CH:23]=1)[C:18]([Cl:20])=O>>[ClH:20].[F:13][C:14]([F:24])([F:25])[C:15]1[CH:16]=[C:17]([C:18]2[NH:1][C:2]3[CH:3]=[CH:4][CH:5]=[C:6]4[C:11]=3[C:10]([N:12]=2)=[CH:9][CH:8]=[CH:7]4)[CH:21]=[CH:22][CH:23]=1 |f:2.3|. Procedure: 1,8-Diaminonaphthalene (15.82 g.; 0.10 mole) and m-trifluoromethylbenzoyl chloride (20.8 g.; 0.10 mole) were reacted in the same procedures as reported in Example 1, yielding 33.3 g. (95.4% yield) of 2-(m-trifluoromethylphenyl)-1H-perimidine hydrochloride, m.p. 280° C. (dec), mass spectrum m/e 312. The reactants are BrC(=C)CBr (2,3-dibromopropene), ClC1=CC=C(C=C1)[Mg]Br (4-chlorophenylmagnesium bromide), Cl (hydrochloric acid). Solvent: C(C)OCC (diethyl ether), C(C)OCC (diethyl ether). Conditions: time 2 hour. The product is BrC(CC1=CC=C(C=C1)Cl)=C (1-(2-bromo-allyl)-4-chloro-benzene). The yield is 83.6%. RXN SMILES: [Br:1][C:2]([CH2:4]Br)=[CH2:3].[Cl:6][C:7]1[CH:12]=[CH:11][C:10]([Mg]Br)=[CH:9][CH:8]=1.Cl>C(OCC)C>[Br:1][C:2](=[CH2:3])[CH2:4][C:10]1[CH:11]=[CH:12][C:7]([Cl:6])=[CH:8][CH:9]=1. Reported procedure: A solution of 8 ml (0.0622 mol) of 2,3-dibromopropene in 50 ml diethyl ether was placed under a nitrogen atmosphere by use of a Firestone valve. While cooling in an ice water bath, a solution of 62 ml (0.062 mol) of 1M 4-chlorophenylmagnesium bromide in diethyl ether was added slowly via addition funnel. After stirring for 2 hours while warming to room temperature, the reaction was recooled in an ice bath and 50 ml of 1 N hydrochloric acid was then added via syringe. The resulting mixture was tr...